Task: describe an organic reaction: reactants, conditions, products, and yield. Dataset: the Open Reaction Database (ORD), a public repository of structured organic reaction records Starting materials: C1CCOC1, CCN(C(C)C)C(C)C, CC(C)(C)COC(=O)Cl, O=C([O-])Cl, Cc1ccc2c(N3CCC(N)C3)nc(-c3c(O)cccc3F)nc2c1. Product: Cc1ccc2c(N3CCC(NC(=O)OCC(C)(C)C)C3)nc(-c3c(O)cccc3F)nc2c1. As a reaction SMILES: [CH2:48]1[O:49][CH2:50][CH2:51][CH2:52]1.[CH:1]([N:2]([CH:3]([CH3:4])[CH3:5])[CH2:6][CH3:7])([CH3:8])[CH3:9].[Cl:35][C:36](=[O:37])[O:38][CH2:39][C:40]([CH3:41])([CH3:42])[CH3:43].[Cl:44][C:45]([O-:46])=[O:47].[NH2:10][CH:11]1[CH2:12][N:13]([c:16]2[n:17][c:18](-[c:27]3[c:28]([OH:34])[cH:29][cH:30][cH:31][c:32]3[F:33])[n:19][c:20]3[cH:21][c:22]([CH3:26])[cH:23][cH:24][c:25]23)[CH2:14][CH2:15]1>>[NH:10]([CH:11]1[CH2:12][N:13]([c:16]2[n:17][c:18](-[c:27]3[c:28]([OH:34])[cH:29][cH:30][cH:31][c:32]3[F:33])[n:19][c:20]3[cH:21][c:22]([CH3:26])[cH:23][cH:24][c:25]23)[CH2:14][CH2:15]1)[C:36](=[O:37])[O:38][CH2:39][C:40]([CH3:41])([CH3:42])[CH3:43]. Reactants: COC1=CC=C(C=C1)COC1CC(C(C1)NC(OC(C)(C)C)=O)NC(C1=C(C=CC=C1)N1N=CC=N1)=O (tert-butyl N-{4-[(4-methoxyphenyl)methoxy]-2-[2-(2H-1,2,3-triazol-2-yl)benzamido]cyclopentyl}carbamate), ClC=1C(C(=C(C(C1Cl)=O)C#N)C#N)=O (4,5-dichloro-3,6-dioxocyclohexa-1,4-diene-1,2-dicarbonitrile). Run in C(Cl)Cl (DCM), O (water). Reaction conditions: temperature 0 celsius, time 1 hour. Yields the product OC1CC(C(C1)NC(OC(C)(C)C)=O)NC(C1=C(C=CC=C1)N1N=CC=N1)=O (tert-Butyl N-{4-hydroxy-2-[2-(2H-1,2,3-triazol-2-yl)benzamido]cyclopentyl}carbamate). Reaction SMILES: COC1C=CC(C[O:10][CH:11]2[CH2:15][CH:14]([NH:16][C:17](=[O:23])[O:18][C:19]([CH3:22])([CH3:21])[CH3:20])[CH:13]([NH:24][C:25](=[O:37])[C:26]3[CH:31]=[CH:30][CH:29]=[CH:28][C:27]=3[N:32]3[N:36]=[CH:35][CH:34]=[N:33]3)[CH2:12]2)=CC=1.ClC1C(=O)C(C#N)=C(C#N)C(=O)C=1Cl>C(Cl)Cl.O>[OH:10][CH:11]1[CH2:15][CH:14]([NH:16][C:17](=[O:23])[O:18][C:19]([CH3:22])([CH3:21])[CH3:20])[CH:13]([NH:24][C:25](=[O:37])[C:26]2[CH:31]=[CH:30][CH:29]=[CH:28][C:27]=2[N:32]2[N:33]=[CH:34][CH:35]=[N:36]2)[CH2:12]1. Procedure: To a solution of tert-butyl N-{4-[(4-methoxyphenyl)methoxy]-2-[2-(2H-1,2,3-triazol-2-yl)benzamido]cyclopentyl}carbamate (1.85 g, 3.64 mmol) in DCM (36 ml) and water (0.364 ml) at 0° C. under an atmosphere of nitrogen was added 4,5-dichloro-3,6-dioxocyclohexa-1,4-diene-1,2-dicarbonitrile (CAS number 84-58-2; 1.655 g, 7.29 mmol). The reaction was stirred at 0° C. for 1 hour, then was partitioned between a saturated solution of sodium bicarbonate and DCM. The organics were filtered through a hydrop... Starting materials: C(CC)P1(OP(OP(O1)(=O)CCC)(=O)CCC)=O (T3P), CCN(C(C)C)C(C)C (DIPEA), FC(C=1C=C(C=C(C1)C(F)(F)F)C1=NN(C=N1)\C=C/C(=O)O)(F)F ((Z)-3-(3-(3,5-bis(trifluoromethyl)phenyl)-1H-1,2,4-triazol-1-yl)acrylic acid), Cl.FC(C1(CNC1)O)(F)F (3-(trifluoromethyl)azetidin-3-ol hydrochloride). Run in C(Cl)Cl (DCM), C(Cl)Cl (DCM). Conditions: temperature -30 celsius, time 30 minute. Product: FC(C=1C=C(C=C(C1)C(F)(F)F)C1=NN(C=N1)\C=C/C(=O)N1CC(C1)(C(F)(F)F)O)(F)F ((Z)-3-(3-(3,5-bis(trifluoromethyl)phenyl)-1H-1,2,4-triazol-1-yl)-1-(3-hydroxy-3-(trifluoromethyl)azetidin-1-yl)prop-2-en-1-one). Isolated yield 14.8%. As a reaction SMILES: [F:1][C:2]([F:24])([F:23])[C:3]1[CH:4]=[C:5]([C:13]2[N:17]=[CH:16][N:15](/[CH:18]=[CH:19]\[C:20](O)=[O:21])[N:14]=2)[CH:6]=[C:7]([C:9]([F:12])([F:11])[F:10])[CH:8]=1.Cl.[F:26][C:27]([F:34])([F:33])[C:28]1([OH:32])[CH2:31][NH:30][CH2:29]1.C(P1(=O)OP(CCC)(=O)OP(CCC)(=O)O1)CC.CCN(C(C)C)C(C)C>C(Cl)Cl>[F:24][C:2]([F:1])([F:23])[C:3]1[CH:4]=[C:5]([C:13]2[N:17]=[CH:16][N:15](/[CH:18]=[CH:19]\[C:20]([N:30]3[CH2:31][C:28]([OH:32])([C:27]([F:34])([F:33])[F:26])[CH2:29]3)=[O:21])[N:14]=2)[CH:6]=[C:7]([C:9]([F:10])([F:11])[F:12])[CH:8]=1 |f:1.2|. Reported procedure: (Z)-3-(3-(3,5-bis(trifluoromethyl)phenyl)-1H-1,2,4-triazol-1-yl)acrylic acid (0.10 g, 1.0 eq.) and 3-(trifluoromethyl)azetidin-3-ol hydrochloride (0.055 g, 1.1 eq.) were dissolved in DCM (3.0 mL) The reaction mixture was cooled to −30° C. where T3P (0.3 mL, 1.5 eq.) and DIPEA (0.12 mL, 2.5 eq.) were added. The reaction mixture was stirred at −30° C. for 30 min. and diluted by DCM, washed with water. The combined organic layers were dried over sodium sulfate and distilled under reduce pressure (2... The reactants are C(CCCCC(C)(C)C)(=O)OC(C)C (isopropyl neononanoate), methyl-3,5,5-trimethyl hexanoate, C(C(C)(C)C)#N (pivalonitrile), methyl 2,2,4,4-tetramethyl pentanoate (methyl neononanoate). Product: CC(C#N)(CC(C)(C)C)C (2,2,4,4-tetramethyl pentanonitrile). As a reaction SMILES: C(OC(C)C)(=O)CCC[CH2:5][C:6](C)([CH3:8])[CH3:7].[C:15](#[N:20])[C:16]([CH3:19])([CH3:18])[CH3:17]>>[CH3:17][C:16]([CH3:19])([CH2:18][C:6]([CH3:8])([CH3:7])[CH3:5])[C:15]#[N:20]. Procedure details: isopropyl neononanoate; pivalonitrile; methyl 2,2,4,4-tetramethyl pentanoate (methyl neononanoate) and methyl-3,5,5-trimethyl hexanoate.